This data is from the Open Reaction Database (ORD), a public repository of structured organic reaction records. The task is: describe an organic reaction: reactants, conditions, products, and yield The reactants are CCN(C(C)C)C(C)C (Hunig base), C1(CCCCCN1)=O (ε-caprolactam), C([O-])([O-])=O.[Na+].[Na+] (sodium carbonate), 4, C(C1=CC=CC=C1)(=O)Cl (benzoyl chloride), C(=O)=O (CO2). The solvent is O (water), C1(=CC=CC=C1)C (toluene), O (water). Yields the product C(C1=CC=CC=C1)(=O)N1C(CCCCC1)=O (N-benzoylcaprolactam). The yield is 88.0%. Reaction SMILES: CCN(C(C)C)C(C)C.[C:10]1(=[O:17])[NH:16][CH2:15][CH2:14][CH2:13][CH2:12][CH2:11]1.C(=O)([O-])[O-].[Na+].[Na+].[C:24](Cl)(=[O:31])[C:25]1[CH:30]=[CH:29][CH:28]=[CH:27][CH:26]=1.C(=O)=O>O.C1(C)C=CC=CC=1>[C:24]([N:16]1[CH2:15][CH2:14][CH2:13][CH2:12][CH2:11][C:10]1=[O:17])(=[O:31])[C:25]1[CH:30]=[CH:29][CH:28]=[CH:27][CH:26]=1 |f:2.3.4|. Procedure: The comparison involves using soda instead of the Hunig base: 226.3 g of ε-caprolactam, 159.0 g of sodium carbonate and 1290 g of toluene are introduced into a 4 1 l flask. Under reflux, 281.1 g of benzoyl chloride are added dropwise over the course of 2 h at a rate such that CO2 evolution proceeds in a controlled manner. The mixture is then refluxed for a further 4 h. The reaction mixture is cooled to room temperature using water cooling (for about 15 min.), admixed with 500 g of water and vigo... Reactants: OC=1C=CC(=NC1)C(=O)O (5-hydoxy-pyridine-2-carboxylic acid), C([O-])([O-])=O.[K+].[K+] (potassium carbonate), FC(S(=O)(=O)OCC(C(F)F)(F)F)(F)F (2,2,3,3-tetrafluoropropyl trifluoromethanesulfonate). Solvent: CC(=O)C (acetone), C(C)OCC (diethyl ether). Run at temperature 22 celsius, time 4 hour. The product is COC(=O)C1=NC=C(C=C1)OCC(C(F)F)(F)F (5-(2,2,3,3-tetrafluoro-propoxy)-pyridine-2-carboxylic acid methyl ester). Yield: 69.0%. As a reaction SMILES: [OH:1][C:2]1[CH:3]=[CH:4][C:5]([C:8]([OH:10])=[O:9])=[N:6][CH:7]=1.[C:11](=O)([O-])[O-].[K+].[K+].FC(F)(F)S(O[CH2:23][C:24]([F:29])([F:28])[CH:25]([F:27])[F:26])(=O)=O>CC(C)=O.C(OCC)C>[CH3:11][O:9][C:8]([C:5]1[CH:4]=[CH:3][C:2]([O:1][CH2:23][C:24]([F:29])([F:28])[CH:25]([F:27])[F:26])=[CH:7][N:6]=1)=[O:10] |f:1.2.3|. Procedure details: To 5-hydoxy-pyridine-2-carboxylic acid (2.0 g) in acetone (40 ml) was added potassium carbonate (5.4 g) and 2,2,3,3-tetrafluoropropyl trifluoromethanesulfonate (4.3 g) and the reaction mixture was stirred at 22° C. for 4 h. The suspension was diluted with diethyl ether, filtrated, the filtrate was evaporated and the residue purified by chromatography on silica to give 5-(2,2,3,3-tetrafluoro-propoxy)-pyridine-2-carboxylic acid methyl ester (2.65 g).